Dataset: the Open Reaction Database (ORD), a public repository of structured organic reaction records. Task: describe an organic reaction: reactants, conditions, products, and yield The reactants are O.NN (hydrazine hydrate), C(C)(=O)O (acetic acid), C(C)OCC(C(C#N)C1=CC=C(C=C1)C)=O (4-Ethoxy-2-(4-methylphenyl)-3-oxobutanenitrile). Run in C(C)O (ethanol), C(C)O (ethanol). Reaction conditions: temperature 80 celsius. Product: COCC1=NNC(=C1C1=CC=C(C=C1)OC)N (3-(methoxymethyl)-4-(4-methoxyphenyl)-1H-pyrazol-5-a mine). The yield is 90.0%. RXN SMILES: [CH2:1]([O:3][CH2:4][C:5](=O)[CH:6]([C:9]1[CH:14]=[CH:13][C:12](C)=[CH:11][CH:10]=1)[C:7]#[N:8])C.O.[NH2:18][NH2:19].[C:20]([OH:23])(=O)C>C(O)C>[CH3:1][O:3][CH2:4][C:5]1[C:6]([C:9]2[CH:10]=[CH:11][C:12]([O:23][CH3:20])=[CH:13][CH:14]=2)=[C:7]([NH2:8])[NH:19][N:18]=1 |f:1.2|. Reported procedure: 4-Ethoxy-2-(4-methylphenyl)-3-oxobutanenitrile (1.493 g) is dissolved in ethanol (150 mL) and hydrazine hydrate (˜40%, 7.8 mL, 2 eq) and acetic acid (5.9 mL, 2 eq) are slowly added. The reaction mixture is stirred at 80° C.90° C. for 1 hour under reflux. Upon completion of the reaction, ethanol is removed under reduced pressure. After the reaction is terminated by adding saturated aq. NaHCO3, the reaction mixture is extracted 3 times with ethyl acetate. The organic layer is washed with water and... The reactants are ClC1=NC=CC(=N1)C1=CC=C(C=C1)NC(C)=O (N-(4-(2-chloropyrimidin-4-yl)phenyl)acetamide), O1CCN(CC1)C1=CC=C(N)C=C1 (4-morpholinoaniline), C(CCC)O (nBuOH). Run in CN(C)C=O (DMF), CO (MeOH). Product: N1(CCOCC1)C1=CC=C(C=C1)NC1=NC=CC(=N1)C1=CC=C(C=C1)NC(C)=O (N-(4-{2-[(4-morpholin-4-ylphenyl)amino]pyrimidin-4-yl}phenyl)acetamide). Reaction SMILES: Cl[C:2]1[N:7]=[C:6]([C:8]2[CH:13]=[CH:12][C:11]([NH:14][C:15](=[O:17])[CH3:16])=[CH:10][CH:9]=2)[CH:5]=[CH:4][N:3]=1.[O:18]1[CH2:23][CH2:22][N:21]([C:24]2[CH:30]=[CH:29][C:27]([NH2:28])=[CH:26][CH:25]=2)[CH2:20][CH2:19]1.C(O)CCC>CN(C=O)C.CO>[N:21]1([C:24]2[CH:25]=[CH:26][C:27]([NH:28][C:2]3[N:7]=[C:6]([C:8]4[CH:13]=[CH:12][C:11]([NH:14][C:15](=[O:17])[CH3:16])=[CH:10][CH:9]=4)[CH:5]=[CH:4][N:3]=3)=[CH:29][CH:30]=2)[CH2:20][CH2:19][O:18][CH2:23][CH2:22]1. Procedure: A flask was charged with C1 (500 mg, 2.0 mmol), 4-morpholinoaniline H (540 mg, 3.0 mmol) and nBuOH (10 mL). The flask was immersed in a 180° C. oil bath for 30 minutes. The reaction mixture was cooled to ambient temperature and the black residue dissolved in DMF and MeOH. The product was purified by HPLC with TFA/ACN as eluent. The TFA salt was removed by extracting with sodium hydroxide and ethylacetate to afford the title compound (18). Starting materials: 4-Tri-n-butyltin 1-methoxymethylphenol, C(C1=CC=2OCOC2C=C1)(=O)Cl (piperonyloyl chloride). The reagents and catalysts are Cl[Pd]([P](C1=CC=CC=C1)(C2=CC=CC=C2)C3=CC=CC=C3)([P](C4=CC=CC=C4)(C5=CC=CC=C5)C6=CC=CC=C6)Cl (bis(triphenylphosphine)palladium(II) chloride). The solvent is C(Cl)(Cl)Cl (chloroform). The product is C1OC=2C=C(C=CC2O1)C(=O)C1=CC=C(C=C1)O (4-Hydroxyphenyl 3,4-methylenedioxyphenyl ketone). Isolated yield 48.7%. Reaction SMILES: [C:1](Cl)(=[O:11])[C:2]1[CH:10]=[CH:9][C:8]2[O:7][CH2:6][O:5][C:4]=2[CH:3]=1>C(Cl)(Cl)Cl.Cl[Pd](Cl)([P](C1C=CC=CC=1)(C1C=CC=CC=1)C1C=CC=CC=1)[P](C1C=CC=CC=1)(C1C=CC=CC=1)C1C=CC=CC=1>[CH2:6]1[O:7][C:8]2[CH:9]=[CH:10][C:2]([C:1]([C:10]3[CH:9]=[CH:8][C:4]([OH:5])=[CH:3][CH:2]=3)=[O:11])=[CH:3][C:4]=2[O:5]1 |^1:19,38|. Procedure: 4-Tri-n-butyltin-1-methoxymethylphenol (1.282 g) obtained in Example 22 and commercially available piperonyloyl chloride (664 mg) were dissolved in chloroform (5 ml), commercially available bis(triphenylphosphine)palladium(II) chloride (8 mg) was added, and the admixture was refluxed with heat overnight. The reaction mixture was partitioned in the same manner as described in Example 23, and the resulting ether layer was dried with anhydrous magnesium sulfate. After removing the solvent by reduce... Reactants: N1(CCCCCC1)C(C(CCN1CCC(CC1)(C=1SC=CC1OC)O)C1=CC=CC=C1)=O (1-azepan-1-yl-4-[4-hydroxy-4-(3-methoxy-thiophen-2-yl)-piperidin-1-yl]-2-phenyl-butan-1-one). The solvent is C(C)(=O)O (acetic acid). Product: N1(CCCCCC1)C(C(CCN1CCC(=CC1)C=1SC=CC1OC)C1=CC=CC=C1)=O (1-Azepan-1-yl-4-[4-(3-methoxy-thiophen-2-yl)-1,2,3,6-tetrahydro-pyridin-1-yl]-2-phenyl-butan-1-one), product. RXN SMILES: [N:1]1([C:8](=[O:32])[CH:9]([C:26]2[CH:31]=[CH:30][CH:29]=[CH:28][CH:27]=2)[CH2:10][CH2:11][N:12]2[CH2:17][CH2:16][C:15](O)([C:18]3[S:19][CH:20]=[CH:21][C:22]=3[O:23][CH3:24])[CH2:14][CH2:13]2)[CH2:7][CH2:6][CH2:5][CH2:4][CH2:3][CH2:2]1>C(O)(=O)C>[N:1]1([C:8](=[O:32])[CH:9]([C:26]2[CH:27]=[CH:28][CH:29]=[CH:30][CH:31]=2)[CH2:10][CH2:11][N:12]2[CH2:13][CH:14]=[C:15]([C:18]3[S:19][CH:20]=[CH:21][C:22]=3[O:23][CH3:24])[CH2:16][CH2:17]2)[CH2:7][CH2:6][CH2:5][CH2:4][CH2:3][CH2:2]1. Reported procedure: The title compound was prepared from 1-azepan-1-yl-4-[4-hydroxy-4-(3-methoxy-thiophen-2-yl)-piperidin-1-yl]-2-phenyl-butan-1-one (1.35 g, 2.9 mmole) and acetic acid (80 mL) in the manner previously described above to yield 1.1 g of product, m.p. 108°-12 ° C. The reactants are CC=1SC(=C(N1)C1=CC=CC=C1)C(=O)N1C(CCC(C1)=O)CNC(=O)C=1C=CC=C2C=CC=NC12 (N-((1-(2-methyl-4-phenylthiazole-5-carbonyl)-5-oxopiperidin-2-yl)methyl)quinoline-8-carboxamide), C(C)N (ethyl amine). Yields the product C(C)NC1CCC(N(C1)C(=O)C1=C(N=C(S1)C)C1=CC=CC=C1)CNC(=O)C=1C=CC=C2C=CC=NC12 (N-((5-(Ethylamino)-1-(2-methyl-4-phenylthiazole-5-carbonyl)piperidin-2-yl)methyl)quinoline-8-carboxamide). RXN SMILES: [CH3:1][C:2]1[S:3][C:4]([C:13]([N:15]2[CH2:20][C:19](=O)[CH2:18][CH2:17][CH:16]2[CH2:22][NH:23][C:24]([C:26]2[CH:27]=[CH:28][CH:29]=[C:30]3[C:35]=2[N:34]=[CH:33][CH:32]=[CH:31]3)=[O:25])=[O:14])=[C:5]([C:7]2[CH:12]=[CH:11][CH:10]=[CH:9][CH:8]=2)[N:6]=1.[CH2:36]([NH2:38])[CH3:37]>>[CH2:36]([NH:38][CH:19]1[CH2:20][N:15]([C:13]([C:4]2[S:3][C:2]([CH3:1])=[N:6][C:5]=2[C:7]2[CH:8]=[CH:9][CH:10]=[CH:11][CH:12]=2)=[O:14])[CH:16]([CH2:22][NH:23][C:24]([C:26]2[CH:27]=[CH:28][CH:29]=[C:30]3[C:35]=2[N:34]=[CH:33][CH:32]=[CH:31]3)=[O:25])[CH2:17][CH2:18]1)[CH3:37]. Procedure: N-((5-(Ethylamino)-1-(2-methyl-4-phenylthiazole-5-carbonyl)piperidin-2-yl)methyl)quinoline-8-carboxamide was prepared according to general procedure N using N-((1-(2-methyl-4-phenylthiazole-5-carbonyl)-5-oxopiperidin-2-yl)methyl)quinoline-8-carboxamide and ethyl amine. (ESI) 514 (M+H). Reactants: BrC1=C(C=C(C=2NC3=CC(=CC=C3C12)C(C)(C)O)C(=O)N)Cl (4-bromo-3-chloro-7-(2-hydroxypropan-2-yl)-9H-carbazole-1-carboxamide), BrC1=C(C=C(C=2NC3=CC(=CC=C3C12)C(C)(C)O)C(=O)N)Cl (4-bromo-3-chloro-7-(2-hydroxypropan-2-yl)-9H-carbazole-1-carboxamide), COC=1C=CC=C2C(N(C(N(C12)C)=O)C1=C(C(=CC=C1)B1OC(C(O1)(C)C)(C)C)C)=O (8-methoxy-1-methyl-3-(2-methyl-3-(4,4,5,5-tetramethyl-1,3,2-dioxaborolan-2-yl)phenyl)quinazoline-2,4(1H,3H)-dione), COC=1C=CC=C2C(N(C(N(C12)C)=O)C1=C(C(=CC=C1)B1OC(C(O1)(C)C)(C)C)C)=O (8-methoxy-1-methyl-3-(2-methyl-3-(4,4,5,5-tetramethyl-1,3,2-dioxaborolan-2-yl)phenyl)quinazoline-2,4(1H,3H)-dione), C(=O)([O-])[O-].[Cs+].[Cs+] (Cs2CO3). Run in C1CCOC1 (THF), O (water), C(Cl)Cl (DCM), CO (MeOH). Conditions: temperature 60 celsius, time 4 hour. Yields the product ClC=1C=C(C=2NC3=CC(=CC=C3C2C1C1=C(C(=CC=C1)N1C(N(C2=C(C=CC=C2C1=O)OC)C)=O)C)C(C)(C)O)C(=O)N (3-chloro-7-(2-hydroxypropan-2-yl)-4-(3-(8-methoxy-1-methyl-2,4-dioxo-1,2-dihydroquinazolin-3(4H)-yl)-2-methylphenyl)-9H-carbazole-1-carboxamide). Isolated yield 43.5%. RXN SMILES: Br[C:2]1[C:14]2[C:13]3[C:8](=[CH:9][C:10]([C:15]([OH:18])([CH3:17])[CH3:16])=[CH:11][CH:12]=3)[NH:7][C:6]=2[C:5]([C:19]([NH2:21])=[O:20])=[CH:4][C:3]=1[Cl:22].[CH3:23][O:24][C:25]1[CH:26]=[CH:27][CH:28]=[C:29]2[C:34]=1[N:33]([CH3:35])[C:32](=[O:36])[N:31]([C:37]1[CH:42]=[CH:41][CH:40]=[C:39](B3OC(C)(C)C(C)(C)O3)[C:38]=1[CH3:52])[C:30]2=[O:53].C([O-])([O-])=O.[Cs+].[Cs+]>C1COCC1.O.C(Cl)Cl.CO>[Cl:22][C:3]1[CH:4]=[C:5]([C:19]([NH2:21])=[O:20])[C:6]2[NH:7][C:8]3[C:13]([C:14]=2[C:2]=1[C:39]1[CH:40]=[CH:41][CH:42]=[C:37]([N:31]2[C:30](=[O:53])[C:29]4[C:34](=[C:25]([O:24][CH3:23])[CH:26]=[CH:27][CH:28]=4)[N:33]([CH3:35])[C:32]2=[O:36])[C:38]=1[CH3:52])=[CH:12][CH:11]=[C:10]([C:15]([OH:18])([CH3:17])[CH3:16])[CH:9]=3 |f:2.3.4|. Reported procedure: A mixture of 4-bromo-3-chloro-7-(2-hydroxypropan-2-yl)-9H-carbazole-1-carboxamide [Intermediate 3](200 mg, 0.524 mmol), 8-methoxy-1-methyl-3-(2-methyl-3-(4,4,5,5-tetramethyl-1,3,2-dioxaborolan-2-yl)phenyl)quinazoline-2,4(1H,3H)-dione [Intermediate 12] (221 mg, 0.524 mmol), Cs2CO3 (512 mg, 1.57 mmol) PdCl2(dppf) DCM adduct (21.4 mg, 0.026 mmol) in THF (3 mL) and water (0.50 mL) in a pressure reaction vial was heated at 60° C. overnight, then at 90° C. for 4 hours. The cooled mixture was diluted w...